This data is from the Open Reaction Database (ORD), a public repository of structured organic reaction records. The task is: describe an organic reaction: reactants, conditions, products, and yield The reactants are ClCCl, OCc1ccnc2ccccc12, O=S(Cl)Cl. Yields the product ClCc1ccnc2ccccc12. RXN SMILES: [Cl:17][CH2:18][Cl:19].[OH:5][CH2:6][c:7]1[cH:8][cH:9][n:10][c:11]2[cH:12][cH:13][cH:14][cH:15][c:16]12.[S:1]([Cl:2])([Cl:3])=[O:4]>>[Cl:3][CH2:6][c:7]1[cH:8][cH:9][n:10][c:11]2[cH:12][cH:13][cH:14][cH:15][c:16]12. The reactants are crude product, C(C)(C)(C)OC(NC1=C(C=C(C=C1)N1C=CC=C1)N)=O ((2-amino-4-pyrrol-1-yl-phenyl)-carbamic acid tert-butyl ester), C(C)(C)(C)OC(CC(=O)C1=CC(=CC=C1)C1=NC(=NC=C1)C)=O (3-[3-(2-methyl-pyrimidin-4-yl)-phenyl]-3-oxo-propionic acid tert-butyl ester). Product: CC1=NC=CC(=N1)C=1C=C(C=CC1)C1=NC2=C(NC(C1)=O)C=C(C=C2)N2C=CC=C2 (4-[3-(2-Methyl-pyrimidin-4-yl)-phenyl]-8-pyrrol-1-yl-1,3-dihydro-benzo[b][1,4]diazepin-2-one), solid. RXN SMILES: C(OC(=O)[NH:7][C:8]1[CH:13]=[CH:12][C:11]([N:14]2[CH:18]=[CH:17][CH:16]=[CH:15]2)=[CH:10][C:9]=1[NH2:19])(C)(C)C.C(O[C:26](=[O:43])[CH2:27][C:28]([C:30]1[CH:35]=[CH:34][CH:33]=[C:32]([C:36]2[CH:41]=[CH:40][N:39]=[C:38]([CH3:42])[N:37]=2)[CH:31]=1)=O)(C)(C)C>>[CH3:42][C:38]1[N:37]=[C:36]([C:32]2[CH:31]=[C:30]([C:28]3[CH2:27][C:26](=[O:43])[NH:19][C:9]4[CH:10]=[C:11]([N:14]5[CH:18]=[CH:17][CH:16]=[CH:15]5)[CH:12]=[CH:13][C:8]=4[N:7]=3)[CH:35]=[CH:34][CH:33]=2)[CH:41]=[CH:40][N:39]=1. Reported procedure: The title compound was prepared from (2-amino-4-pyrrol-1-yl-phenyl)-carbamic acid tert-butyl ester (Example J11) (137 mg, 0.5 mmol) and 3-[3-(2-methyl-pyrimidin-4-yl)-phenyl]-3-oxo-propionic acid tert-butyl ester (Example K42) (187 mg, 0.6 mmol) according to the general procedure M and subsequent treatment of the crude product according to the general procedure N. Obtained as a light yellow solid (30 mg). The reactants are O=C([O-])[O-], O=C(Cl)CCl, ClCCl, [K+], [K+], NC1CCN(CCc2c[nH]c3ccccc23)CC1, O. Product: O=C(CCl)NC1CCN(CCc2c[nH]c3ccccc23)CC1. As a reaction SMILES: [C:24](=[O:25])([O-:26])[O-:27].[Cl:1][CH2:2][C:3](=[O:4])[Cl:5].[Cl:31][CH2:32][Cl:33].[K+:28].[K+:29].[NH2:6][CH:7]1[CH2:8][CH2:9][N:10]([CH2:13][CH2:14][c:15]2[cH:16][nH:17][c:18]3[cH:19][cH:20][cH:21][cH:22][c:23]23)[CH2:11][CH2:12]1.[OH2:30]>>[Cl:1][CH2:2][C:3](=[O:4])[NH:6][CH:7]1[CH2:8][CH2:9][N:10]([CH2:13][CH2:14][c:15]2[cH:16][nH:17][c:18]3[cH:19][cH:20][cH:21][cH:22][c:23]23)[CH2:11][CH2:12]1. As a reaction SMILES: [CH:15]([N:16]([CH2:17][CH3:18])[CH:19]([CH3:20])[CH3:21])([CH3:22])[CH3:23].[Cl:24][c:25]1[cH:26][cH:27][c:28]([C:30](=[O:31])[Cl:32])[s:29]1.[Cl:33][CH2:34][Cl:35].[NH2:1][CH2:2][CH:3]([C:4](=[O:5])[OH:6])[NH:7][C:8](=[O:9])[O:10][C:11]([CH3:12])([CH3:13])[CH3:14]>>[NH:1]([CH2:2][CH:3]([C:4](=[O:5])[OH:6])[NH:7][C:8](=[O:9])[O:10][C:11]([CH3:12])([CH3:13])[CH3:14])[C:30]([c:28]1[cH:27][cH:26][c:25]([Cl:24])[s:29]1)=[O:31]. Yields the product CC(C)(C)OC(=O)NC(CNC(=O)c1ccc(Cl)s1)C(=O)O. Reactants: CCN(C(C)C)C(C)C, O=C(Cl)c1ccc(Cl)s1, ClCCl, CC(C)(C)OC(=O)NC(CN)C(=O)O.